This data is from the Open Reaction Database (ORD), a public repository of structured organic reaction records. The task is: describe an organic reaction: reactants, conditions, products, and yield The reactants are CCOC(=O)c1ccc(O)cc1, CC1(C)COc2ccc(CO)cc2OC1, ClCCl, c1ccc(P(c2ccccc2)c2ccccc2)cc1. Yields the product CCOC(=O)c1ccc(OCc2ccc3c(c2)OCC(C)(C)CO3)cc1. RXN SMILES: [CH2:35]([CH3:36])[O:37][C:38]([c:39]1[cH:40][cH:41][c:42]([OH:45])[cH:43][cH:44]1)=[O:46].[CH3:1][C:2]1([CH3:15])[CH2:3][O:4][c:5]2[c:6]([cH:9][cH:10][c:11]([CH2:13][OH:14])[cH:12]2)[O:7][CH2:8]1.[Cl:47][CH2:48][Cl:49].[c:16]1([P:17]([c:18]2[cH:19][cH:20][cH:21][cH:22][cH:23]2)[c:24]2[cH:25][cH:26][cH:27][cH:28][cH:29]2)[cH:30][cH:31][cH:32][cH:33][cH:34]1>>[CH3:1][C:2]1([CH3:15])[CH2:3][O:4][c:5]2[c:6]([cH:9][cH:10][c:11]([CH2:13][O:14][c:42]3[cH:41][cH:40][c:39]([C:38]([O:37][CH2:35][CH3:36])=[O:46])[cH:44][cH:43]3)[cH:12]2)[O:7][CH2:8]1. The reactants are FC1=CC2=C(NC(=N2)C[C@H]2NCCC2)C=C1F (5,6-difluoro-2-(S)-1-pyrrolidin-2-ylmethyl-1H-benzoimidazole), FC1=CC=C(C=C1)C1=C(N=C(S1)CO)C(=O)O (5-(4-fluoro-phenyl)-2-hydroxymethyl-thiazole-4-carboxylic acid). Yields the product FC1=CC2=C(NC(=N2)C[C@H]2N(CCC2)C(=O)C=2N=C(SC2C2=CC=C(C=C2)F)CO)C=C1F (1-[(S)-2-(5,6-Difluoro-1H-benzoimidazol-2-ylmethyl)-pyrrolidin-1-yl]-1-[5-(4-fluoro-phenyl)-2-hydroxymethyl-thiazol-4-yl]-methanone). Reaction SMILES: [F:1][C:2]1[C:16]([F:17])=[CH:15][C:5]2[NH:6][C:7]([CH2:9][C@@H:10]3[CH2:14][CH2:13][CH2:12][NH:11]3)=[N:8][C:4]=2[CH:3]=1.[F:18][C:19]1[CH:24]=[CH:23][C:22]([C:25]2[S:29][C:28]([CH2:30][OH:31])=[N:27][C:26]=2[C:32](O)=[O:33])=[CH:21][CH:20]=1>>[F:1][C:2]1[C:16]([F:17])=[CH:15][C:5]2[NH:6][C:7]([CH2:9][C@@H:10]3[CH2:14][CH2:13][CH2:12][N:11]3[C:32]([C:26]3[N:27]=[C:28]([CH2:30][OH:31])[S:29][C:25]=3[C:22]3[CH:23]=[CH:24][C:19]([F:18])=[CH:20][CH:21]=3)=[O:33])=[N:8][C:4]=2[CH:3]=1. Procedure details: The title compound (65 mg) was prepared from 5,6-difluoro-2-(S)-1-pyrrolidin-2-ylmethyl-1H-benzoimidazole, D27 (153 mg) and 5-(4-fluoro-phenyl)-2-hydroxymethyl-thiazole-4-carboxylic acid (205 mg) according to a procedure similar to that for Example 4. Reactants: N#CC1(C2(CCc3ccccc3)CO2)CC1, CCOC(C)=O, CC(C)(C)[O-], [K+], CN(C)C=O, c1nc[nH]n1. Product: N#CC1(C(O)(CCc2ccccc2)Cn2cncn2)CC1. RXN SMILES: [C:12](#[N:13])[C:14]1([C:17]2([CH2:20][CH2:21][c:22]3[cH:23][cH:24][cH:25][cH:26][cH:27]3)[O:18][CH2:19]2)[CH2:15][CH2:16]1.[CH3:33][CH2:34][O:35][C:36](=[O:37])[CH3:38].[CH3:6][C:7]([CH3:8])([O-:9])[CH3:10].[K+:11].[O:28]=[CH:29][N:30]([CH3:31])[CH3:32].[nH:1]1[n:2][cH:3][n:4][cH:5]1>>[n:1]1([CH2:19][C:17]([C:14]2([C:12]#[N:13])[CH2:15][CH2:16]2)([OH:18])[CH2:20][CH2:21][c:22]2[cH:23][cH:24][cH:25][cH:26][cH:27]2)[n:2][cH:3][n:4][cH:5]1. The reactants are [Br-], CC(=O)[O-], CC(=O)[O-], C1CCOC1, COc1cccc(OC)c1-c1ccccc1P(C1CCCCC1)C1CCCCC1, [Zn+]CCC1OCCO1, [Pd+2], CC(C)(C)OC(=O)c1nc(N2CCc3cccc(C(=O)Nc4nc5ccccc5s4)c3C2)ccc1Br. The product is CC(C)(C)OC(=O)c1nc(N2CCc3cccc(C(=O)Nc4nc5ccccc5s4)c3C2)ccc1CCC1OCCO1. As a reaction SMILES: [Br-:66].[C:80]([O-:81])(=[O:82])[CH3:83].[C:85]([O-:86])(=[O:87])[CH3:88].[CH2:75]1[O:76][CH2:77][CH2:78][CH2:79]1.[CH:37]1([P:38]([CH:39]2[CH2:40][CH2:41][CH2:42][CH2:43][CH2:44]2)[c:45]2[cH:46][cH:47][cH:48][cH:49][c:50]2-[c:51]2[c:52]([O:53][CH3:54])[cH:55][cH:56][cH:57][c:58]2[O:59][CH3:60])[CH2:61][CH2:62][CH2:63][CH2:64][CH2:65]1.[O:67]1[CH:68]([CH2:72][CH2:73][Zn+:74])[O:69][CH2:70][CH2:71]1.[Pd+2:84].[s:1]1[c:2]([NH:10][C:11](=[O:12])[c:13]2[cH:14][cH:15][cH:16][c:17]3[c:22]2[CH2:21][N:20]([c:23]2[cH:24][cH:25][c:26]([Br:36])[c:27]([C:29](=[O:30])[O:31][C:32]([CH3:33])([CH3:34])[CH3:35])[n:28]2)[CH2:19][CH2:18]3)[n:3][c:4]2[c:5]1[cH:6][cH:7][cH:8][cH:9]2>>[s:1]1[c:2]([NH:10][C:11](=[O:12])[c:13]2[cH:14][cH:15][cH:16][c:17]3[c:22]2[CH2:21][N:20]([c:23]2[cH:24][cH:25][c:26]([CH2:73][CH2:72][CH:68]4[O:67][CH2:71][CH2:70][O:69]4)[c:27]([C:29](=[O:30])[O:31][C:32]([CH3:33])([CH3:34])[CH3:35])[n:28]2)[CH2:19][CH2:18]3)[n:3][c:4]2[c:5]1[cH:6][cH:7][cH:8][cH:9]2. Reactants: ClC1=CC(=NC2=C(C=CC=C12)O)C (4-chloro-2-methylquinolin-8-ol), C([O-])([O-])=O.[K+].[K+] (potassium carbonate), ice water. Run in CC(CC)=O (2-butanone). Conditions: temperature 70 celsius. The product is C(C1=CC=CC=C1)OC=1C=CC=C2C(=CC(=NC12)C)Cl (8-(benzyloxy)-4-chloro-2-methylquinoline). Yield: 77.8%. As a reaction SMILES: [Cl:1][C:2]1[C:11]2[C:6](=[C:7]([OH:12])[CH:8]=[CH:9][CH:10]=2)[N:5]=[C:4]([CH3:13])[CH:3]=1.C(=O)([O-])[O-].[K+].[K+]>CC(=O)CC>[CH2:2]([O:12][C:7]1[CH:8]=[CH:9][CH:10]=[C:11]2[C:6]=1[N:5]=[C:4]([CH3:13])[CH:3]=[C:2]2[Cl:1])[C:11]1[CH:6]=[CH:7][CH:8]=[CH:9][CH:10]=1 |f:1.2.3|. Reported procedure: To 4-chloro-2-methylquinolin-8-ol (10.20 g, 52.7 mmol), potassium carbonate (10.9 g, 79.0 mmol) in 2-butanone (100 mL) was added benzyl bromide (6.89 mL, 58.0 mmol) vial syringe with stirring. The suspension was heated at 70° C. for 4 h, stirred at ambient temperature overnight and poured into ice water (200 mL). The precipitate was filtered, washed with a little EtOAc/water and dried to give 8-(benzyloxy)-4-chloro-2-methylquinoline (5.82 g). The filtrate was extracted with EtOAc, dried, filtere...